Dataset: the Open Reaction Database (ORD), a public repository of structured organic reaction records. Task: describe an organic reaction: reactants, conditions, products, and yield RXN SMILES: [BrH:23].[CH3:1][S:2]([OH:3])(=[O:4])=[O:5].[CH3:6][O:7][c:8]1[cH:9][cH:10][c:11]([CH2:14][CH2:15][CH2:16][CH2:17][n:18]2[n:19][n:20][cH:21][cH:22]2)[cH:12][cH:13]1>>[OH:7][c:8]1[cH:9][cH:10][c:11]([CH2:14][CH2:15][CH2:16][CH2:17][n:18]2[n:19][n:20][cH:21][cH:22]2)[cH:12][cH:13]1. Product: Oc1ccc(CCCCn2ccnn2)cc1. Reactants: Br, CS(=O)(=O)O, COc1ccc(CCCCn2ccnn2)cc1. Reactants: CCCCC(CC)C(=O)O, COC(=O)Cl, [Na+], [OH-], O. Yields the product CCCCC(CC)C(=O)OC(=O)OC. Reaction SMILES: [CH2:3]([CH3:4])[CH:5]([C:6](=[O:7])[OH:8])[CH2:9][CH2:10][CH2:11][CH3:12].[Cl:13][C:14](=[O:15])[O:16][CH3:17].[Na+:2].[OH-:1].[OH2:18]>>[CH2:3]([CH3:4])[CH:5]([C:6]([O:7][C:14](=[O:15])[O:16][CH3:17])=[O:8])[CH2:9][CH2:10][CH2:11][CH3:12]. Starting materials: [BH4-], CC(C)(C)c1ccc(OCc2ccccc2)c(C=O)c1, CO, Cl, [Na+]. Yields the product CC(C)(C)c1ccc(OCc2ccccc2)c(CO)c1. Reaction SMILES: [BH4-:21].[CH2:1]([c:2]1[cH:3][cH:4][cH:5][cH:6][cH:7]1)[O:8][c:9]1[c:10]([CH:11]=[O:12])[cH:13][c:14]([C:17]([CH3:18])([CH3:19])[CH3:20])[cH:15][cH:16]1.[CH3:24][OH:25].[ClH:23].[Na+:22]>>[CH2:1]([c:2]1[cH:3][cH:4][cH:5][cH:6][cH:7]1)[O:8][c:9]1[c:10]([CH2:11][OH:12])[cH:13][c:14]([C:17]([CH3:18])([CH3:19])[CH3:20])[cH:15][cH:16]1. The reactants are [Cl-].[Al+3].[Cl-].[Cl-] (aluminum chloride), [H-].[Al+3].[Li+].[H-].[H-].[H-] (lithium aluminum hydride), C(#N)CC1C(CN(CCO1)C(=O)OC(C)(C)C)C1=CC(=C(C=C1)Cl)Cl (tert-butyl (6RS,7RS)-7-(cyanomethyl)-6-(3,4-dichlorophenyl)-1,4-oxazepane-4-carboxylate), S(=O)(=O)([O-])[O-].[Na+].[Na+] (sodium sulfate). Run in C1CCOC1 (THF), C1CCOC1 (THF). Run at time 40 minute. Yields the product NCCC1C(CN(CCO1)C(=O)OC(C)(C)C)C1=CC(=C(C=C1)Cl)Cl (tert-butyl (6RS,7RS)-7-(2-aminoethyl)-6-(3,4-dichlorophenyl)-1,4-oxazepane-4-carboxylate). The yield is 72.7%. As a reaction SMILES: [Cl-].[Al+3].[Cl-].[Cl-].[H-].[Al+3].[Li+].[H-].[H-].[H-].[C:11]([CH2:13][CH:14]1[O:20][CH2:19][CH2:18][N:17]([C:21]([O:23][C:24]([CH3:27])([CH3:26])[CH3:25])=[O:22])[CH2:16][CH:15]1[C:28]1[CH:33]=[CH:32][C:31]([Cl:34])=[C:30]([Cl:35])[CH:29]=1)#[N:12].S([O-])([O-])(=O)=O.[Na+].[Na+]>C1COCC1>[NH2:12][CH2:11][CH2:13][CH:14]1[O:20][CH2:19][CH2:18][N:17]([C:21]([O:23][C:24]([CH3:27])([CH3:26])[CH3:25])=[O:22])[CH2:16][CH:15]1[C:28]1[CH:33]=[CH:32][C:31]([Cl:34])=[C:30]([Cl:35])[CH:29]=1 |f:0.1.2.3,4.5.6.7.8.9,11.12.13|. Procedure: To a solution of aluminum chloride (190 mg) in THF (4.0 mL) was added lithium aluminum hydride (203 mg) under ice-cooling, and the mixture was stirred for 40 min. To this reaction solution was added dropwise a solution of tert-butyl (6RS,7RS)-7-(cyanomethyl)-6-(3,4-dichlorophenyl)-1,4-oxazepane-4-carboxylate (550 mg) obtained in Example 483, step A in THF (4.0 ml), and the mixture was stirred at 0° C. for 1 hr under an argon atmosphere. To the reaction solution was added aqueous sodium sulfate s... The reactants are Cn1ccc(-c2ccc3c(c2)C(=O)NCCO3)cc1=O, ClCc1ncccn1, Cl, [H-], [Na+], CN(C)C=O. The product is Cn1ccc(-c2ccc3c(c2)C(=O)N(Cc2ncccn2)CCO3)cc1=O. RXN SMILES: [CH3:1][n:2]1[c:3](=[O:20])[cH:4][c:5](-[c:8]2[cH:9][cH:10][c:11]3[c:12]([cH:19]2)[C:13](=[O:18])[NH:14][CH2:15][CH2:16][O:17]3)[cH:6][cH:7]1.[Cl:24][CH2:25][c:26]1[n:27][cH:28][cH:29][cH:30][n:31]1.[ClH:23].[H-:21].[Na+:22].[O:32]=[CH:33][N:34]([CH3:35])[CH3:36]>>[CH3:1][n:2]1[c:3](=[O:20])[cH:4][c:5](-[c:8]2[cH:9][cH:10][c:11]3[c:12]([cH:19]2)[C:13](=[O:18])[N:14]([CH2:25][c:26]2[n:27][cH:28][cH:29][cH:30][n:31]2)[CH2:15][CH2:16][O:17]3)[cH:6][cH:7]1. The reactants are OC=1C=C(C(=O)O)C=CC1[N+](=O)[O-] (3-hydroxy-4-nitrobenzoic acid), C(C)(=O)OC(C)=O (acetic anhydride). Procedure: The 3-hydroxy-4-nitrobenzoic acid starting material is acetylated using, for instance, acetic anhydride and pyridine at reflux temperatures for 1-4 hours to afford 3-acetoxy-4-nitrobenzoic acid. This compound is then dissolved in a non-polar, aprotic solvent, such as benzene or toluene, and refluxed with thionyl chloride for a period of about 2-6 hours to form the desired 3-acetoxy-4-nitrobenzoyl chloride. The product is C(C)(=O)OC=1C=C(C(=O)O)C=CC1[N+](=O)[O-] (3-acetoxy-4-nitrobenzoic acid). Solvent: N1=CC=CC=C1 (pyridine). RXN SMILES: [OH:1][C:2]1[CH:3]=[C:4]([CH:8]=[CH:9][C:10]=1[N+:11]([O-:13])=[O:12])[C:5]([OH:7])=[O:6].[C:14](OC(=O)C)(=[O:16])[CH3:15]>N1C=CC=CC=1>[C:14]([O:1][C:2]1[CH:3]=[C:4]([CH:8]=[CH:9][C:10]=1[N+:11]([O-:13])=[O:12])[C:5]([OH:7])=[O:6])(=[O:16])[CH3:15].